From a dataset of the Open Reaction Database (ORD), a public repository of structured organic reaction records. describe an organic reaction: reactants, conditions, products, and yield Reactants: N#CCC(N)=S, C1CCNCC1, CCO, O, O=Cc1ccc(O)c(O)c1. Yields the product N#CC(=Cc1ccc(O)c(O)c1)C(N)=S. RXN SMILES: [C:11](#[N:12])[CH2:13][C:14](=[S:15])[NH2:16].[CH2:17]1[CH2:18][CH2:19][NH:20][CH2:21][CH2:22]1.[CH3:24][CH2:25][OH:26].[OH2:23].[OH:1][c:2]1[cH:3][c:4]([CH:5]=[O:6])[cH:7][cH:8][c:9]1[OH:10]>>[OH:1][c:2]1[cH:3][c:4]([CH:5]=[C:13]([C:11]#[N:12])[C:14](=[S:15])[NH2:16])[cH:7][cH:8][c:9]1[OH:10]. The reactants are FC(C1=NC(=CC(=C1C(=O)OCC)O)C(F)(F)F)(F)F (Ethyl 2,6-bis(trifluoromethyl)-4-hydroxy-3-pyridinecarboxylate), C(=O)([O-])[O-].[K+].[K+] (K2CO3), C(C=C)Br (allyl bromide). The solvent is CC(=O)C (acetone). Product: FC(C1=NC(=CC(=C1C(=O)OCC)OCC=C)C(F)(F)F)(F)F (Ethyl 2,6-bis(trifluoromethyl)-4-allyloxy-3-pyridinecarboxylate). The yield is 90.3%. Reaction SMILES: [F:1][C:2]([F:20])([F:19])[C:3]1[C:8]([C:9]([O:11][CH2:12][CH3:13])=[O:10])=[C:7]([OH:14])[CH:6]=[C:5]([C:15]([F:18])([F:17])[F:16])[N:4]=1.C([O-])([O-])=O.[K+].[K+].[CH2:27](Br)[CH:28]=[CH2:29]>CC(C)=O>[F:20][C:2]([F:19])([F:1])[C:3]1[C:8]([C:9]([O:11][CH2:12][CH3:13])=[O:10])=[C:7]([O:14][CH2:29][CH:28]=[CH2:27])[CH:6]=[C:5]([C:15]([F:18])([F:17])[F:16])[N:4]=1 |f:1.2.3|. Procedure details: A mixture of 6.06 g (0.02 mol) of product of Example 3, 2.8 g (0.02 mol) of K2CO3, 30 g of allyl bromide, and 50 ml of acetone was held at reflux for 4 hours and concentrated. The residue was treated with water and extracted into ether. The ether solution was dried and concentrated. The residue was kugelrohr distilled at 133 Pa (pot temperature 110° C.) to give 6.2 g (90%) of product, nD25 1.4330. The reactants are S1CCC(CC1)=O (Tetrahydro-4H-thiopyran-4-one), C=1(C(=CC=CC1)C=O)C (o-tolualdehyde), Cl (hydrochloric acid). Run in C(C)O (ethanol). Product: CC1=C(C=CC=C1)C=C1CSCC(C1=O)=CC1=C(C=CC=C1)C (Tetrahydro-3,5-bis[(2-methylphenyl)methylene]-4H-thiopyran-4-one). The yield is 87.8%. RXN SMILES: [S:1]1[CH2:6][CH2:5][C:4](=[O:7])[CH2:3][CH2:2]1.[C:8]1([CH3:16])[C:9]([CH:14]=O)=[CH:10][CH:11]=[CH:12][CH:13]=1.Cl>C(O)C>[CH3:14][C:9]1[CH:10]=[CH:11][CH:12]=[CH:13][C:8]=1[CH:16]=[C:3]1[C:4](=[O:7])[C:5](=[CH:16][C:8]2[CH:13]=[CH:12][CH:11]=[CH:10][C:9]=2[CH3:14])[CH2:6][S:1][CH2:2]1. Procedure: Tetrahydro-4H-thiopyran-4-one (9.3 g, 0.08 mole) and o-tolualdehyde (25 g, 0.20 mole) are dissolved in 60 ml of ethanol and treated with concentrated hydrochloric acid (6 ml). After heating at reflux temperature for 4 hours, the mixture is cooled and product is collected by filtration. The combined filtrate and washings (ethanol) are concentrated to the original volume and additional concentrated hydrochloric acid (4 ml) is added and the mixture is refluxed for 4 hours. This procedure is repeate... The reactants are CNCC(CC=C)(C)C (N,2,2-trimethylpent-4-en-1-amine), N(=C=O)[C@H](C(=O)OCC)CCCCCC=C (ethyl (2S)-2-isocyanatonon-8-enoate). Run in C1CCOC1 (THF). Conditions: time 1 hour. Yields the product CC(CN(C(=O)N[C@H](C(=O)OCC)CCCCCC=C)C)(CC=C)C (Ethyl (2S)-2-({[(2,2-dimethylpent-4-en-1-yl)(methyl)amino]carbonyl}amino)non-8-enoate). RXN SMILES: [CH3:1][NH:2][CH2:3][C:4]([CH3:9])([CH3:8])[CH2:5][CH:6]=[CH2:7].[N:10]([C@@H:13]([CH2:19][CH2:20][CH2:21][CH2:22][CH2:23][CH:24]=[CH2:25])[C:14]([O:16][CH2:17][CH3:18])=[O:15])=[C:11]=[O:12]>C1COCC1>[CH3:8][C:4]([CH3:9])([CH2:5][CH:6]=[CH2:7])[CH2:3][N:2]([CH3:1])[C:11]([NH:10][C@@H:13]([CH2:19][CH2:20][CH2:21][CH2:22][CH2:23][CH:24]=[CH2:25])[C:14]([O:16][CH2:17][CH3:18])=[O:15])=[O:12]. Reported procedure: N,2,2-trimethylpent-4-en-1-amine (0.847 g, 6.66 mmol) was added to a solution of ethyl (2S)-2-isocyanatonon-8-enoate (1.50 g, 6.66 mmol) and THF (10 ml), and the solution aws stirred for 1 hour. The reaction mixture was concentrated and purified by silica gel chromatography (gradient elution, 20-30% EtOAc in hexane) to give the title compound. LRMS (M+1)=353.4. Starting materials: FC1=C(OC=2C=C3CCCC3=CC2[N+](=O)[O-])C=CC(=C1)F (5-(2,4-difluorophenoxy)-6-nitroindan), CN(C)C(OC(C)(C)C)N(C)C (bis(dimethylamino)tert.-butoxymethane). The solvent is CN(C=O)C (dimethylformamide). The product is CN(C)C=C1CCC2=CC(=C(C=C12)[N+](=O)[O-])OC1=C(C=C(C=C1)F)F (1-dimethylaminomethylene-5-(2,4-difluorophenoxy)-6-nitroindan). As a reaction SMILES: [F:1][C:2]1[CH:20]=[C:19]([F:21])[CH:18]=[CH:17][C:3]=1[O:4][C:5]1[CH:6]=[C:7]2[C:11](=[CH:12][C:13]=1[N+:14]([O-:16])=[O:15])[CH2:10][CH2:9][CH2:8]2.[CH3:22][N:23]([CH:25](N(C)C)OC(C)(C)C)[CH3:24]>CN(C)C=O>[CH3:22][N:23]([CH:25]=[C:10]1[C:11]2[C:7](=[CH:6][C:5]([O:4][C:3]3[CH:17]=[CH:18][C:19]([F:21])=[CH:20][C:2]=3[F:1])=[C:13]([N+:14]([O-:16])=[O:15])[CH:12]=2)[CH2:8][CH2:9]1)[CH3:24]. Reported procedure: 4.58 g of 5-(2,4-difluorophenoxy)-6-nitroindan and 8.2 g of bis(dimethylamino)tert.-butoxymethane were stirred in 5 ml of dimethylformamide for 60 minutes at 140° C. Concentration under vacuum yielded crude 1-dimethylaminomethylene-5-(2,4-difluorophenoxy)-6-nitroindan.